From a dataset of the Open Reaction Database (ORD), a public repository of structured organic reaction records. describe an organic reaction: reactants, conditions, products, and yield Reactants: CC=1C=C(C=C(C1)NC1=NC=CC(=N1)C(F)(F)F)C=1C=NC(=NC1)NC1(CC1)C(=O)O (1-{[5-(3-methyl-5-{[4-(trifluoromethyl)pyrimidin-2-yl]amino}phenyl)pyrimidin-2-yl]amino}cyclopropanecarboxylic acid), C(C)(C)N(C(C)C)CC (N,N-diisopropylethylamine), C=1C=CC2=C(C1)N=NN2O (HOBT), [Cl-].[NH4+] (ammonium chloride), C(CCl)Cl (EDC). Solvent: CN(C)C=O (DMF), hexanes, C(Cl)Cl (CH2Cl2). Reaction conditions: time 14 hour. The product is CC=1C=C(C=C(C1)NC1=NC=CC(=N1)C(F)(F)F)C=1C=NC(=NC1)NC1(CC1)C(=O)N (1-{[5-(3-methyl-5-{[4-(trifluoromethyl)pyrimidin-2-yl]amino}phenyl)pyrimidin-2-yl]amino}cyclopropanecarboxamide). As a reaction SMILES: [CH3:1][C:2]1[CH:3]=[C:4]([C:19]2[CH:20]=[N:21][C:22]([NH:25][C:26]3([C:29](O)=[O:30])[CH2:28][CH2:27]3)=[N:23][CH:24]=2)[CH:5]=[C:6]([NH:8][C:9]2[N:14]=[C:13]([C:15]([F:18])([F:17])[F:16])[CH:12]=[CH:11][N:10]=2)[CH:7]=1.[Cl-].[NH4+].C(Cl)CCl.C1C=CC2N(O)N=[N:44]C=2C=1.C(N(CC)C(C)C)(C)C>C(Cl)Cl.CN(C=O)C>[CH3:1][C:2]1[CH:3]=[C:4]([C:19]2[CH:24]=[N:23][C:22]([NH:25][C:26]3([C:29]([NH2:44])=[O:30])[CH2:28][CH2:27]3)=[N:21][CH:20]=2)[CH:5]=[C:6]([NH:8][C:9]2[N:14]=[C:13]([C:15]([F:18])([F:16])[F:17])[CH:12]=[CH:11][N:10]=2)[CH:7]=1 |f:1.2|. Procedure: 1-{[5-(3-methyl-5-{[4-(trifluoromethyl)pyrimidin-2-yl]amino}phenyl)pyrimidin-2-yl]amino}cyclopropanecarboxylic acid (177 mg, 0.411 mmol, as prepared in Example 2.3), ammonium chloride (66 mg, 1.2 mmol), EDC (0.158 g, 0.823 mmol), HOBT (0.111 g, 0.823 mmol), N,N-diisopropylethylamine (0.359 mL, 2.06 mmol) and DMF (4 mL) were combined and stirred at rt for 14 hours. The reaction mixture was concentrated in vacuo, then diluted with water and extracted with EtOAc (2×). The combined organic portions ... The reactants are BrCc1ccccc1, CO, O=c1c2ccccc2sc2c(O)ccc(F)c12, [K+], [K+], O=C([O-])[O-]. The product is O=c1c2ccccc2sc2c(OCc3ccccc3)ccc(F)c12. Reaction SMILES: [CH2:24]([c:25]1[cH:26][cH:27][cH:28][cH:29][cH:30]1)[Br:31].[CH3:32][OH:33].[F:7][c:8]1[cH:9][cH:10][c:11]([OH:23])[c:12]2[s:13][c:14]3[cH:15][cH:16][cH:17][cH:18][c:19]3[c:20](=[O:22])[c:21]12.[K+:1].[K+:2].[O-:3][C:4]([O-:5])=[O:6]>>[F:7][c:8]1[cH:9][cH:10][c:11]([O:23][CH2:24][c:25]2[cH:26][cH:27][cH:28][cH:29][cH:30]2)[c:12]2[s:13][c:14]3[cH:15][cH:16][cH:17][cH:18][c:19]3[c:20](=[O:22])[c:21]12. Reactants: C1CCOC1 (THF), C1(=CC=CC=C1)C(C=1N=NN(N1)CCCCCCCCCCCC)C1=CC=CC=C1 (5-(diphenylmethyl)-2-dodecyl-2H-tetrazole), C1CCOC1 (THF), C(C)(C)C1=C(C(=CC=C1)C(C)C)N=C=O (2,6-diisopropylphenylisocyanate), [Li]CCCC (n-BuLi). The solvent is O (Water). The product is CC(C)C1=C(C(=CC=C1)C(C)C)NC(C(C=1N=NN(N1)CCCCCCCCCCCC)(C1=CC=CC=C1)C1=CC=CC=C1)=O (N-[2,6-Bis(1-methylethyl)phenyl]-2-dodecyl-α,α-diphenyl-2H-tetrazole-5-acetamide). Isolated yield 79.5%. Reaction SMILES: C1COCC1.[C:6]1([CH:12]([C:30]2[CH:35]=[CH:34][CH:33]=[CH:32][CH:31]=2)[C:13]2[N:14]=[N:15][N:16]([CH2:18][CH2:19][CH2:20][CH2:21][CH2:22][CH2:23][CH2:24][CH2:25][CH2:26][CH2:27][CH2:28][CH3:29])[N:17]=2)[CH:11]=[CH:10][CH:9]=[CH:8][CH:7]=1.[Li]CCCC.[CH:41]([C:44]1[CH:49]=[CH:48][CH:47]=[C:46]([CH:50]([CH3:52])[CH3:51])[C:45]=1[N:53]=[C:54]=[O:55])([CH3:43])[CH3:42]>O>[CH3:43][CH:41]([C:44]1[CH:49]=[CH:48][CH:47]=[C:46]([CH:50]([CH3:51])[CH3:52])[C:45]=1[NH:53][C:54](=[O:55])[C:12]([C:6]1[CH:7]=[CH:8][CH:9]=[CH:10][CH:11]=1)([C:30]1[CH:31]=[CH:32][CH:33]=[CH:34][CH:35]=1)[C:13]1[N:14]=[N:15][N:16]([CH2:18][CH2:19][CH2:20][CH2:21][CH2:22][CH2:23][CH2:24][CH2:25][CH2:26][CH2:27][CH2:28][CH3:29])[N:17]=1)[CH3:42]. Procedure details: To a THF solution (30 mL) of 5-(diphenylmethyl)-2-dodecyl-2H-tetrazole (1.0 g, 0.0025 mol) at -30° C. under a nitrogen atmosphere with stirring was added n-BuLi (1.62 mL, 1.6M in hexanes, 0.0026 mol). The resulting deep-red solution was stirred for 30 minutes before a THF solution (10 mL) of 2,6-diisopropylphenylisocyanate (0.53 mL, 0.0024 mol) was added dropwise over 10 minutes. The resulting yellow solution was allowed to warm to room temperature over 24 hours. Water (10 mL) was then added and... The reactants are CO, ClC(Cl)Cl, ClCc1ccc(Cl)s1, [H-], [Na+], O=C1Nc2ccccc2C1=O, C1COCCO1. The product is O=C1C(=O)N(Cc2ccc(Cl)s2)c2ccccc21. Reaction SMILES: [CH3:22][OH:23].[CH:30]([Cl:31])([Cl:32])[Cl:33].[Cl:14][c:15]1[s:16][c:17]([CH2:20][Cl:21])[cH:18][cH:19]1.[H-:12].[Na+:13].[O:1]=[C:2]1[NH:3][c:4]2[cH:5][cH:6][cH:7][cH:8][c:9]2[C:10]1=[O:11].[O:24]1[CH2:25][CH2:26][O:27][CH2:28][CH2:29]1>>[O:1]=[C:2]1[N:3]([CH2:20][c:17]2[s:16][c:15]([Cl:14])[cH:19][cH:18]2)[c:4]2[cH:5][cH:6][cH:7][cH:8][c:9]2[C:10]1=[O:11]. The reactants are N#CN.[Pb] (Lead cyanamide), CC1=C(N=CN1)CSCCNC(NCCCNC(=S)NCCSCC=1N=CNC1C)=S (1,3-bis-[N'-(2-(5-methyl-4-imidazolylmethylthio)ethyl)thioureido] propane), C(C)#N (acetonitrile), CN(C=O)C (Dimethylformamide). The product is C(#N)N=C(NCCCNC(=NC#N)NCCSCC=1N=CNC1C)NCCSCC=1N=CNC1C (1,3-bis-[N'-Cyano-N"-(2-(5-methyl-4-imidazolylmethylthio)ethyl)guanidino]propane). RXN SMILES: [N:1]#[C:2][NH2:3].[Pb].[CH3:5][C:6]1[NH:10][CH:9]=[N:8][C:7]=1[CH2:11][S:12][CH2:13][CH2:14][NH:15][C:16](=S)[NH:17][CH2:18][CH2:19][CH2:20][NH:21][C:22]([NH:24][CH2:25][CH2:26][S:27][CH2:28][C:29]1[N:30]=[CH:31][NH:32][C:33]=1[CH3:34])=S.C[N:37]([CH3:40])C=O.C(#[N:43])C>>[C:2]([N:3]=[C:22]([NH:24][CH2:25][CH2:26][S:27][CH2:28][C:29]1[N:30]=[CH:31][NH:32][C:33]=1[CH3:34])[NH:21][CH2:20][CH2:19][CH2:18][NH:17][C:16]([NH:15][CH2:14][CH2:13][S:12][CH2:11][C:7]1[N:8]=[CH:9][NH:10][C:6]=1[CH3:5])=[N:43][C:40]#[N:37])#[N:1] |f:0.1,^3:3|. Procedure: Lead cyanamide (3.0 g) was added to 1,3-bis-[N'-(2-(5-methyl-4-imidazolylmethylthio)ethyl)thioureido] propane (2.5 g) in acetonitrile. Dimethylformamide was added and the mixture was stirred and boiled under reflux for 24 hours. The mixture was filtered, concentrated and purified by chromatography to give the title compound.